From a dataset of the Open Reaction Database (ORD), a public repository of structured organic reaction records. describe an organic reaction: reactants, conditions, products, and yield Starting materials: N1(N=NC=C1)CCNC1=NC=CC(=N1)C1=CC2=C(S1)C(=CC=C2)C2=C(C=NC(=C2)Cl)C(C)N(C(OC(C)(C)C)=O)C (tert-butyl 1-(4-(2-(2-(2-(1H-1,2,3-triazol-1-yl)ethylamino)pyrimidin-4-yl)benzo[b]thiophen-7-yl)-6-chloropyridin-3-yl)ethyl(methyl)carbamate), C(=O)(C(F)(F)F)O (TFA). The solvent is C(Cl)Cl (DCM), C(Cl)Cl (DCM). Conditions: time 1 hour. The product is N1(N=NC=C1)CCNC1=NC=CC(=N1)C1=CC2=C(S1)C(=CC=C2)C2=CC(=NC=C2C(C)NC)Cl (N-(2-(1H-1,2,3-Triazol-1-yl)ethyl)-4-(7-(2-chloro-5-(1-(methylamino)ethyl)pyridin-4-yl)benzo[b]thiophen-2-yl)pyrimidin-2-amine). The yield is 71.3%. RXN SMILES: [N:1]1([CH2:6][CH2:7][NH:8][C:9]2[N:14]=[C:13]([C:15]3[S:19][C:18]4[C:20]([C:24]5[CH:29]=[C:28]([Cl:30])[N:27]=[CH:26][C:25]=5[CH:31]([N:33](C)[C:34](=O)OC(C)(C)C)[CH3:32])=[CH:21][CH:22]=[CH:23][C:17]=4[CH:16]=3)[CH:12]=[CH:11][N:10]=2)[CH:5]=[CH:4][N:3]=[N:2]1.C(O)(C(F)(F)F)=O>C(Cl)Cl>[N:1]1([CH2:6][CH2:7][NH:8][C:9]2[N:14]=[C:13]([C:15]3[S:19][C:18]4[C:20]([C:24]5[C:25]([CH:31]([NH:33][CH3:34])[CH3:32])=[CH:26][N:27]=[C:28]([Cl:30])[CH:29]=5)=[CH:21][CH:22]=[CH:23][C:17]=4[CH:16]=3)[CH:12]=[CH:11][N:10]=2)[CH:5]=[CH:4][N:3]=[N:2]1. Reported procedure: Combine tert-butyl 1-(4-(2-(2-(2-(1H-1,2,3-triazol-1-yl)ethylamino)pyrimidin-4-yl)benzo[b]thiophen-7-yl)-6-chloropyridin-3-yl)ethyl(methyl)carbamate (300 mg, 0.5 mmol) and dry TFA (2.0 mL) in dry DCM (6 mL). Stir the solution at RT for 1 h. Dilute the resulting residue with DCM and wash with saturated sodium bicarbonate solution, water, and saturated aqueous sodium chloride. Separate the organic layer and dry over magnesium sulfate. Filter and concentrate in vacuo to give a residue. Purify the r... Reactants: solution, NC1=CC=C(S1)S(=O)(=O)F (5-amino-thiophene-2-sulfonyl fluoride), BrC=1C(=NC(=NC1)Cl)N[C@@H](CO)C ((R)-2-(5-bromo-2-chloro-pyrimidin-4-ylamino)-propan-1-ol), mixture, NC=1C=C(SC1)S(=O)(=O)F (4-amino-thiophene-2-sulfonyl fluoride), Cl (hydrochloric acid). The solvent is O (water), O (water), O1CCOCC1 (1,4-dioxane), C(C)#N (acetonitrile). Yields the product BrC=1C(=NC(=NC1)NC=1C=C(SC1)S(=O)(=O)F)NC(CO)C (4-[5-bromo-4-(2-hydroxy-1-methyl-ethylamino)-pyrimidin-2-ylamino]-thiophene-2-sulfonyl fluoride). RXN SMILES: [Br:1][C:2]1[C:3]([NH:9][C@H:10]([CH3:13])[CH2:11][OH:12])=[N:4][C:5](Cl)=[N:6][CH:7]=1.[NH2:14][C:15]1[CH:16]=[C:17]([S:20]([F:23])(=[O:22])=[O:21])[S:18][CH:19]=1.NC1SC(S(F)(=O)=O)=CC=1.Cl>C(#N)C.O.O1CCOCC1>[Br:1][C:2]1[C:3]([NH:9][CH:10]([CH3:13])[CH2:11][OH:12])=[N:4][C:5]([NH:14][C:15]2[CH:16]=[C:17]([S:20]([F:23])(=[O:22])=[O:21])[S:18][CH:19]=2)=[N:6][CH:7]=1. Procedure details: 324 mg (1.2 mmol) of (R)-2-(5-bromo-2-chloro-pyrimidin-4-ylamino)-propan-1-ol is added to a suspension of 330 mg of a mixture that consists of 4-amino-thiophene-2-sulfonyl fluoride and 5-amino-thiophene-2-sulfonyl fluoride (ratio: 3:1) in 5 ml of acetonitrile, 0.5 ml of water and 0.5 ml of a 4 molar solution of hydrochloric acid in 1,4-dioxane. The reaction mixture is stirred under reflux for 26 hours. After cooling, the batch is concentrated by evaporation, and the residue is stirred with ethan... The reactants are CCOC(=O)c1cc(Br)nc2c1cnn2C(C)C, CCO, CS(C)=O, Cc1cc(C)c(CN)c(=O)[nH]1, [Na+], [OH-]. The product is Cc1cc(C)c(CNC(=O)c2cc(Br)nc3c2cnn3C(C)C)c(=O)[nH]1. Reaction SMILES: [Br:3][c:4]1[cH:5][c:6]([C:16]([O:18][CH2:17][CH3:19])=[O:20])[c:7]2[c:8]([n:9]1)[n:10]([CH:13]([CH3:14])[CH3:15])[n:11][cH:12]2.[CH3:32][CH2:33][OH:34].[CH3:35][S:36]([CH3:37])=[O:38].[NH2:21][CH2:22][c:23]1[c:24](=[O:31])[nH:25][c:26]([CH3:30])[cH:27][c:28]1[CH3:29].[Na+:2].[OH-:1]>>[Br:3][c:4]1[cH:5][c:6]([C:16](=[O:18])[NH:21][CH2:22][c:23]2[c:24](=[O:31])[nH:25][c:26]([CH3:30])[cH:27][c:28]2[CH3:29])[c:7]2[c:8]([n:9]1)[n:10]([CH:13]([CH3:14])[CH3:15])[n:11][cH:12]2. Reaction SMILES: [CH3:1][O:2][c:3]1[cH:4][c:5]([CH:15]=[CH:16][c:17]2[n:18][n:19]3[c:20]([n:37]2)[CH:21]([c:25]2[cH:26][cH:27][c:28]([C:31]([CH2:32][CH2:33][CH2:34][CH3:35])=[O:36])[cH:29][cH:30]2)[CH2:22][CH2:23][CH2:24]3)[cH:6][cH:7][c:8]1-[n:9]1[cH:10][n:11][c:12]([CH3:14])[cH:13]1.[CH3:38][CH2:39][O:40][C:41](=[O:42])[CH3:43].[CH3:44][OH:45]>>[CH3:1][O:2][c:3]1[cH:4][c:5]([CH:15]=[CH:16][c:17]2[n:18][n:19]3[c:20]([n:37]2)[CH:21]([c:25]2[cH:26][cH:27][c:28]([CH:31]([CH2:32][CH2:33][CH2:34][CH3:35])[OH:36])[cH:29][cH:30]2)[CH2:22][CH2:23][CH2:24]3)[cH:6][cH:7][c:8]1-[n:9]1[cH:10][n:11][c:12]([CH3:14])[cH:13]1. Starting materials: CCCCC(=O)c1ccc(C2CCCn3nc(C=Cc4ccc(-n5cnc(C)c5)c(OC)c4)nc32)cc1, CCOC(C)=O, CO. Yields the product CCCCC(O)c1ccc(C2CCCn3nc(C=Cc4ccc(-n5cnc(C)c5)c(OC)c4)nc32)cc1. Reactants: 10.4, ClC1=NC=CC=C1[N+](=O)[O-] (2-chloro-3-nitropyridine), CC=1C=C(OC1)CN (4-methyl-2-furanmethanamine), C(O)([O-])=O.[Na+] (sodium hydrogen carbonate). The solvent is C(C)O (ethanol). Conditions: time 8 hour. Product: 14.9, CC=1C=C(OC1)CNC1=NC=CC=C1[N+](=O)[O-] (N-[(4-methyl-2-furanyl)methyl]-3-nitro-2-pyridinamine). Yield: 91.2%. RXN SMILES: Cl[C:2]1[C:7]([N+:8]([O-:10])=[O:9])=[CH:6][CH:5]=[CH:4][N:3]=1.[CH3:11][C:12]1[CH:13]=[C:14]([CH2:17][NH2:18])[O:15][CH:16]=1.C(=O)([O-])O.[Na+]>C(O)C>[CH3:11][C:12]1[CH:13]=[C:14]([CH2:17][NH:18][C:2]2[C:7]([N+:8]([O-:10])=[O:9])=[CH:6][CH:5]=[CH:4][N:3]=2)[O:15][CH:16]=1 |f:2.3|. Reported procedure: A mixture of 10.4 parts of 2-chloro-3-nitropyridine, 8 parts of 4-methyl-2-furanmethanamine, 7.6 parts of sodium hydrogen carbonate and 120 parts of ethanol was stirred overnight at reflux temperature. The reaction mixture was evaporated and the residue was taken up in water. The product was extracted with 1,1'-oxybisethane. The extract was dried, filtered and evaporated. The residue was purified by column chromatography over silica gel using trichloromethane as eluent. The pure fractions were c...